This data is from the Open Reaction Database (ORD), a public repository of structured organic reaction records. The task is: describe an organic reaction: reactants, conditions, products, and yield The product is BrC=1C=CC(=C(C1)N)N1C=NC=C1 (5-bromo-2-(1H-imidazol-1-yl)-phenylamine). Reaction SMILES: [Br:1][C:2]1[CH:7]=[CH:6][C:5]([N:8]2[CH:12]=[CH:11][N:10]=[CH:9]2)=[C:4]([N+:13]([O-])=O)[CH:3]=1.[BH4-].[Na+].O.C(OCC)(=O)C>C(Cl)Cl.CO.O.O.O.O.O.O.[Ni]>[Br:1][C:2]1[CH:7]=[CH:6][C:5]([N:8]2[CH:12]=[CH:11][N:10]=[CH:9]2)=[C:4]([NH2:13])[CH:3]=1 |f:1.2,7.8.9.10.11.12.13|. Reaction conditions: time 20 minute. The yield is 97.1%. Solvent: C(Cl)Cl (methylene chloride), CO (methanol). Reactants: BrC1=CC(=C(C=C1)N1C=NC=C1)[N+](=O)[O-] (1-(4-bromo-2-nitro phenyl)-1H-imidazole), [BH4-].[Na+] (sodium borohydride), O (Water), C(C)(=O)OCC (ethyl acetate). The reagents and catalysts are O.O.O.O.O.O.[Ni] (nickel hexahydrate). Reported procedure: To a solution of 1-(4-bromo-2-nitro phenyl)-1H-imidazole (500 mg) in methylene chloride (10 mL) and methanol (10 mL) at 0° C. nickel hexahydrate (22.0 mg) and sodium borohydride (177 mg) were added one by one, and the reaction solution was agitated for 20 minutes. Water and ethyl acetate were added to the reaction solution, and the organic layer was partitioned. After the obtained organic layer was washed with a saturated saline solution, it was dried over anhydrous magnesium sulfate and concent... The reactants are [NH4+].[Cl-] (NH4Cl), [H-].C(C(C)C)[Al+]CC(C)C (diisobutylaluminum hydride), CC=1C=C2C=CC(=CC2=CC1)/C(=C/C(=O)OCC)/C (ethyl (E)-3-(6-methyl-2-naphthyl)crotonate). The solvent is C1(=CC=CC=C1)C (toluene), C1CCOC1 (THF). Run at temperature -78 celsius, time 15 minute. The product is CC=1C=C2C=CC(=CC2=CC1)/C(=C/CO)/C ((E)-3-(6-methyl-2-naphthyl)-2-buten-1-ol). Yield: 84.1%. As a reaction SMILES: [H-].C([Al+]CC(C)C)C(C)C.[CH3:11][C:12]1[CH:13]=[C:14]2[C:19](=[CH:20][CH:21]=1)[CH:18]=[C:17](/[C:22](/[CH3:29])=[CH:23]/[C:24](OCC)=[O:25])[CH:16]=[CH:15]2.[NH4+].[Cl-]>C1(C)C=CC=CC=1.C1COCC1>[CH3:11][C:12]1[CH:13]=[C:14]2[C:19](=[CH:20][CH:21]=1)[CH:18]=[C:17](/[C:22](/[CH3:29])=[CH:23]/[CH2:24][OH:25])[CH:16]=[CH:15]2 |f:0.1,3.4|. Procedure details: A solution of diisobutylaluminum hydride in toluene (1.5M, 30 ml) was added dropwise to a solution of ethyl (E)-3-(6-methyl-2-naphthyl)crotonate (3.62 g) in THF (50 ml) at −78° C. and the mixture was stirred at −78° C. for 15 minutes. Saturated aqueous solution of NH4Cl was added to the mixture and organic layer was washed with 1N HCl and brine, dried and concentrated. The residue was crystallized from hexane-cyclohexane gave the titled compound (2.54 g) as a colorless solid.